From a dataset of the Open Reaction Database (ORD), a public repository of structured organic reaction records. describe an organic reaction: reactants, conditions, products, and yield Reactants: C1CCOC1, CO, COc1ccc(-c2cnoc2-c2cc(OC)c(OC)c(OC)c2)cc1[N+](=O)[O-], Cl, [H][H], [Pd]. The product is COc1ccc(-c2cnoc2-c2cc(OC)c(OC)c(OC)c2)cc1N, Cl. RXN SMILES: [CH2:31]1[O:32][CH2:33][CH2:34][CH2:35]1.[CH3:37][OH:38].[CH3:3][O:4][c:5]1[c:6]([N+:28]([O-:29])=[O:30])[cH:7][c:8](-[c:11]2[cH:12][n:13][o:14][c:15]2-[c:16]2[cH:17][c:18]([O:26][CH3:27])[c:19]([O:24][CH3:25])[c:20]([O:22][CH3:23])[cH:21]2)[cH:9][cH:10]1.[ClH:36].[H:1][H:2].[Pd:39]>>[CH3:3][O:4][c:5]1[c:6]([NH2:28])[cH:7][c:8](-[c:11]2[cH:12][n:13][o:14][c:15]2-[c:16]2[cH:17][c:18]([O:26][CH3:27])[c:19]([O:24][CH3:25])[c:20]([O:22][CH3:23])[cH:21]2)[cH:9][cH:10]1.[ClH:36]. Yields the product COC(=O)c1cccc(S(=O)(=O)NC2CC2)c1Cl. RXN SMILES: [CH:22]1([NH2:25])[CH2:23][CH2:24]1.[Cl:1][c:2]1[c:3]([C:4](=[O:5])[O:6][CH3:7])[cH:8][cH:9][cH:10][c:11]1[S:12](=[O:13])(=[O:14])[Cl:15].[K+:16].[K+:17].[O-:18][C:19]([O-:20])=[O:21].[cH:26]1[cH:27][cH:28][cH:29][cH:30][cH:31]1>>[Cl:1][c:2]1[c:3]([C:4](=[O:5])[O:6][CH3:7])[cH:8][cH:9][cH:10][c:11]1[S:12](=[O:13])(=[O:14])[NH:25][CH:22]1[CH2:23][CH2:24]1. Reactants: NC1CC1, COC(=O)c1cccc(S(=O)(=O)Cl)c1Cl, [K+], [K+], O=C([O-])[O-], c1ccccc1. The reactants are CO (methanol), ClCC(=O)Cl (2-chloroacetyl chloride), [Cl-].[Cl-].[Cl-].[Al+3] (aluminum trichloride), C1=CC=CC=2CC3=CC=CC=C3CC12 (9,10-dihydroanthracene), ClCCl (dichloromethane), ClCCl (dichloromethane). Run in O (H2O). Reaction conditions: temperature -5 celsius, time 1 hour. The product is C1=C(C=CC=2CC3=CC(=CC=C3CC12)C(CCl)=O)C(CCl)=O (1,1′-(9,10-dihydroanthracene-2,6-diyl)bis(2-chloroethanone)). As a reaction SMILES: [Cl:1][CH2:2][C:3](Cl)=[O:4].[Cl-].[Cl-].[Cl-].[Al+3].[CH:10]1[C:23]2[CH2:22][C:21]3[C:16](=[CH:17][CH:18]=[CH:19][CH:20]=3)[CH2:15][C:14]=2[CH:13]=[CH:12][CH:11]=1.[CH3:24][OH:25].Cl[CH2:27][Cl:28]>O>[CH:13]1[C:14]2[CH2:15][C:16]3[C:21](=[CH:20][C:19]([C:24](=[O:25])[CH2:27][Cl:28])=[CH:18][CH:17]=3)[CH2:22][C:23]=2[CH:10]=[CH:11][C:12]=1[C:3](=[O:4])[CH2:2][Cl:1] |f:1.2.3.4|. Procedure: To a stirred solution of 2-chloroacetyl chloride (3.53 mL, 44.4 mmol) and aluminum trichloride (5.92 g, 44.4 mmol) in dichloromethane (DCM) (50 mL), 9,10-dihydroanthracene (2 g, 11.10 mmol) in dichloromethane (DCM) (50 mL) was added dropwise over 5 min at r.t. and left stirring for 1 h. The reaction mixture was then added to a mixture of methanol (100 mL) and H2O (100 mL) chilled to −5° C. The slurry was warmed to ambient temperature, stirred for 30-60 min. and the solids were collected and were... Reactants: BrC=1C=C(C(=C(C=O)C1)C)OC(C)C (5-bromo-2-methyl-3-(propan-2-yloxy)benzaldehyde), COC(CN)OC (2,2-dimethoxyethanamine), [BH3-]C#N.[Na+] (NaBH3CN), CC(=O)O (HOAc). Run in CO (MeOH). Run at time 8 hour. Yields the product BrC=1C=C(C(=C(CNCC(OC)OC)C1)C)OC(C)C (N-[5-bromo-2-methyl-3-(propan-2-yloxy)benzyl]-2,2-dimethoxyethanamine). Isolated yield 56.2%. Reaction SMILES: [Br:1][C:2]1[CH:3]=[C:4]([O:11][CH:12]([CH3:14])[CH3:13])[C:5]([CH3:10])=[C:6]([CH:9]=1)[CH:7]=O.[CH3:15][O:16][CH:17]([O:20][CH3:21])[CH2:18][NH2:19].[BH3-]C#N.[Na+].CC(O)=O>CO>[Br:1][C:2]1[CH:3]=[C:4]([O:11][CH:12]([CH3:14])[CH3:13])[C:5]([CH3:10])=[C:6]([CH:9]=1)[CH2:7][NH:19][CH2:18][CH:17]([O:20][CH3:21])[O:16][CH3:15] |f:2.3|. Reported procedure: To a solution of 5-bromo-2-methyl-3-(propan-2-yloxy)benzaldehyde (108b, 4.5 g, 18 mmol) and 2,2-dimethoxyethanamine (2.2 g, 21 mmol) in MeOH (50 mL) was added NaBH3CN (1.4 g, 22 mmol) and HOAc (1 mL) at 0° C. The reaction mixture was stirred at room temperature overnight. The reaction mixture was quenched with water (50 mL). The reaction mixture was concentrated under vacuum. The residue was extracted with EtOAc (3×30 mL). The combined organic layers were washed with brine (2×30 mL), dried over ...